Dataset: the Open Reaction Database (ORD), a public repository of structured organic reaction records. Task: describe an organic reaction: reactants, conditions, products, and yield Starting materials: CCC(C)(C)O, Cc1ccccc1, O=CO, [Na+], [OH-], O, CC1(C)CN(CCO)C(=O)C(C)(C)N1. The product is CN1C(C)(C)CN(CCO)C(=O)C1(C)C. RXN SMILES: [C:27]([OH:28])([CH2:29][CH3:30])([CH3:31])[CH3:32].[CH3:18][c:19]1[cH:20][cH:21][cH:22][cH:23][cH:24]1.[CH:15]([OH:16])=[O:17].[Na+:26].[OH-:25].[OH2:33].[OH:1][CH2:2][CH2:3][N:4]1[C:5](=[O:14])[C:6]([CH3:12])([CH3:13])[NH:7][C:8]([CH3:10])([CH3:11])[CH2:9]1>>[OH:1][CH2:2][CH2:3][N:4]1[C:5](=[O:14])[C:6]([CH3:12])([CH3:13])[N:7]([CH3:15])[C:8]([CH3:10])([CH3:11])[CH2:9]1. Starting materials: S(=O)(=O)([O-])[O-].[Na+].[Na+] (Sodium sulphate), ClC1=CC(=CC=C1)C(=O)OO (m-chloroperbenzoic acid), N1=C(C=CC=C1C)C (2,6-lutidine). The solvent is C(Cl)Cl (DCM), C(Cl)Cl (DCM). Reaction conditions: time 18 hour. Product: [N+]=1(C(=CC=CC1C)C)[O-] (2,6-Lutidine N-Oxide). Reaction SMILES: S([O-])([O-])(=O)=O.[Na+].[Na+].ClC1C=CC=C(C(OO)=[O:16])C=1.[N:19]1[C:24]([CH3:25])=[CH:23][CH:22]=[CH:21][C:20]=1[CH3:26]>C(Cl)Cl>[N+:19]1([O-:16])[C:24]([CH3:25])=[CH:23][CH:22]=[CH:21][C:20]=1[CH3:26] |f:0.1.2|. Procedure details: Sodium sulphate (6 g) and a solution of m-chloroperbenzoic acid (40 g) in DCM (140 ml) was added to a solution of 2,6-lutidine (5 ml) in dry DCM (60 ml). The mixture was stirred at 23° and under a nitrogen atmosphere for 18 h; then it was quenched with a saturated aqueous sodium bicarbonate solution (200 ml). Then a solution of potassium carbonate was added and the aqueous phase was saturated with NaCl and then it was extract with DCM (3×100 ml). The organic extract was dried and concentrated in... Reactants: CC(C)(C)N=C=O, COc1ccc2c(c1)C1=CCCN(C)C1CO2, CCCCCC, [Li]CCCC, C1CCOC1, O. As a reaction SMILES: [C:23]([CH3:24])([CH3:25])([CH3:26])[N:27]=[C:28]=[O:29].[CH3:1][O:2][c:3]1[cH:4][cH:5][c:6]2[c:7]([cH:8]1)[C:9]1=[CH:14][CH2:13][CH2:12][N:11]([CH3:15])[CH:10]1[CH2:16][O:17]2.[CH3:35][CH2:36][CH2:37][CH2:38][CH2:39][CH3:40].[Li:18][CH2:19][CH2:20][CH2:21][CH3:22].[O:30]1[CH2:31][CH2:32][CH2:33][CH2:34]1.[OH2:41]>>[CH3:1][O:2][c:3]1[cH:4][cH:5][c:6]2[c:7]([cH:8]1)[C:9]1=[CH:14][CH:13]([C:28]([NH:27][C:23]([CH3:24])([CH3:25])[CH3:26])=[O:29])[CH2:12][N:11]([CH3:15])[CH:10]1[CH2:16][O:17]2. Product: COc1ccc2c(c1)C1=CC(C(=O)NC(C)(C)C)CN(C)C1CO2.